Dataset: the Open Reaction Database (ORD), a public repository of structured organic reaction records. Task: describe an organic reaction: reactants, conditions, products, and yield Reactants: C[C@H]1N(CCC1)C1CN(CC1)C1=CC(=C(C=C1)[N+](=O)[O-])C (2-(2R)-methyl-1′-(3-methyl-4-nitro-phenyl)[1,3′]bipyrrolidinyl), [H][H] (hydrogen). Reagents/catalysts: [Pd] (Pd—C). The solvent is C(Cl)Cl (DCM), CO (MeOH), CO (MeOH). Reaction conditions: time 8 hour. The product is CC1=C(C=CC(=C1)N1CC(CC1)N1[C@@H](CCC1)C)N (2-Methyl-4-(2-(2R)-methyl-[1,3′]bipyrrolidinyl-1′-yl)-phenylamine). Isolated yield 100.0%. RXN SMILES: [CH3:1][C@@H:2]1[CH2:6][CH2:5][CH2:4][N:3]1[CH:7]1[CH2:11][CH2:10][N:9]([C:12]2[CH:17]=[CH:16][C:15]([N+:18]([O-])=O)=[C:14]([CH3:21])[CH:13]=2)[CH2:8]1.[H][H]>CO.C(Cl)Cl.[Pd]>[CH3:21][C:14]1[CH:13]=[C:12]([N:9]2[CH2:10][CH2:11][CH:7]([N:3]3[CH2:4][CH2:5][CH2:6][C@H:2]3[CH3:1])[CH2:8]2)[CH:17]=[CH:16][C:15]=1[NH2:18]. Procedure details: A solution of 2-(2R)-methyl-1′-(3-methyl-4-nitro-phenyl)[1,3′]bipyrrolidinyl (2 g, 6.9 mmol) in MeOH (15 mL) was de-aerated and nitrogen was introduced. To this solution was added Pd—C (10%, 0.20 g). The nitrogen was replaced with hydrogen and the mixture was stirred under H2 atmosphere at r.t. overnight. TLC (10% MeOH in DCM) and LC/MS showed the reaction was complete. The mixture was passed through a celite pad, rinsed with methanol. The filtrate was concentrated to dryness, and further dried ... Starting materials: ClC=1N=C(C2=C(N1)C(=CS2)C)Cl (2,4-dichloro-7-methylthieno[3,2-d]pyrimidine), C(CCCC)N (pentylamine), ice water. The solvent is CN(C)C=O (DMF). Conditions: temperature 0 celsius, time 1 hour. Product: ClC=1N=C(C2=C(N1)C(=CS2)C)NCCCCC (2-Chloro-7-methyl-4-pentylaminothieno[3,2-d]pyrimidine). Yield: 91.3%. RXN SMILES: [Cl:1][C:2]1[N:3]=[C:4](Cl)[C:5]2[S:10][CH:9]=[C:8]([CH3:11])[C:6]=2[N:7]=1.[CH2:13]([NH2:18])[CH2:14][CH2:15][CH2:16][CH3:17]>CN(C=O)C>[Cl:1][C:2]1[N:3]=[C:4]([NH:18][CH2:13][CH2:14][CH2:15][CH2:16][CH3:17])[C:5]2[S:10][CH:9]=[C:8]([CH3:11])[C:6]=2[N:7]=1. Reported procedure: In DMF was dissolved 700 mg (3.2 mmol) of 2,4-dichloro-7-methylthieno[3,2-d]pyrimidine, and then an aqueous solution of 654 mg (7.5 mmol) of pentylamine was added dropwise to the resulting solution under ice cooling over 5 minutes. The reaction mixture was stirred at 0° C. for one hour and then allowed to resume room temperature, followed by stirring for one hour. After completion of the reaction, ice water was added to the reaction mixture, followed by extraction with ethyl acetate (50 ml×3). A... The reactants are Cl.CN(CCON)C (O-(2-dimethylaminoethyl)hydroxylamine hydrochloride), C(=O)C1=CC=2N(C=C1)C(=CN2)C=2C=C(C=CC2)C2=C(SC=C2)C#N (3-[3-(7-formylimidazo[1,2-α]pyridin-3-yl)phenyl]thiophene-2-carbonitrile). Yields the product CN(CCON=CC1=CC=2N(C=C1)C(=CN2)C=2C=C(C=CC2)C2=C(SC=C2)C#N)C (3-[3-(7-(2-Dimethylaminoethoxy)iminomethylimidazo[1,2-α]pyridin-3-yl)phenyl]thiophene-2-carbonitrile), solid. The yield is 38.0%. Reaction SMILES: Cl.[CH3:2][N:3]([CH3:8])[CH2:4][CH2:5][O:6][NH2:7].[CH:9]([C:11]1[CH:16]=[CH:15][N:14]2[C:17]([C:20]3[CH:21]=[C:22]([C:26]4[CH:30]=[CH:29][S:28][C:27]=4[C:31]#[N:32])[CH:23]=[CH:24][CH:25]=3)=[CH:18][N:19]=[C:13]2[CH:12]=1)=O>>[CH3:2][N:3]([CH3:8])[CH2:4][CH2:5][O:6][N:7]=[CH:9][C:11]1[CH:16]=[CH:15][N:14]2[C:17]([C:20]3[CH:21]=[C:22]([C:26]4[CH:30]=[CH:29][S:28][C:27]=4[C:31]#[N:32])[CH:23]=[CH:24][CH:25]=3)=[CH:18][N:19]=[C:13]2[CH:12]=1 |f:0.1|. Procedure: The title compound was prepared in a similar manner to that described in Example 14 using O-(2-dimethylaminoethyl)hydroxylamine hydrochloride (144 mg, 0.82 mmol) and 3-[3-(7-formylimidazo[1,2-α]pyridin-3-yl)phenyl]thiophene-2-carbonitrile (90 mg, 0.27 mmol) to afford a yellow solid (42 mg, 38%), essentially as a single geometric isomer, m.p. 74-75° C. 1H NMR (360 MHz, CDCl3) δH 2.33 (6H, s), 2.67-2.71 (2H, m), 4.30-4.34 (2H, m), 7.33-7.37 (2H, m), 7.63-7.70 (4H, m), 7.79 (1H, s), 7.91 (1H, s), 8... Reactants: Cc1cc2ncnc(Cl)c2cc1C, Clc1ccc2c(c1)NCC2. The product is Cc1cc2ncnc(N3CCc4ccc(Cl)cc43)c2cc1C. RXN SMILES: [Cl:11][c:12]1[n:13][cH:14][n:15][c:16]2[cH:17][c:18]([CH3:23])[c:19]([CH3:22])[cH:20][c:21]12.[Cl:1][c:2]1[cH:3][cH:4][c:5]2[c:9]([cH:10]1)[NH:8][CH2:7][CH2:6]2>>[Cl:1][c:2]1[cH:3][cH:4][c:5]2[c:9]([cH:10]1)[N:8]([c:12]1[n:13][cH:14][n:15][c:16]3[cH:17][c:18]([CH3:23])[c:19]([CH3:22])[cH:20][c:21]13)[CH2:7][CH2:6]2.